From a dataset of the Open Reaction Database (ORD), a public repository of structured organic reaction records. describe an organic reaction: reactants, conditions, products, and yield Starting materials: COCC(=O)NC(C)c1ccc(Cl)cc1, [Na+], [Na+], [Na+], O=P([O-])(O)O, O=P([O-])(O)O. Product: CC(N)c1ccc(Cl)cc1. As a reaction SMILES: [Cl:1][c:2]1[cH:3][cH:4][c:5]([CH:8]([CH3:9])[NH:10][C:11](=[O:12])[CH2:13][O:14][CH3:15])[cH:6][cH:7]1.[Na+:21].[Na+:22].[Na+:28].[P:16]([O-:17])([OH:18])([OH:19])=[O:20].[P:23]([O-:24])([OH:25])([OH:26])=[O:27]>>[Cl:1][c:2]1[cH:3][cH:4][c:5]([CH:8]([CH3:9])[NH2:10])[cH:6][cH:7]1. Reported procedure: A solution of 15.3 g (50 mmol) of the dimethylamide of α-phenylthio-p-chloro-phenylacetic acid (colourless rods in a mixture of petroleum ether and benzene, mp 81°-83°) and of 23.0 g (150 mmol) of POCl3 in 160 milliliters of chlorobenzene is refluxed for 6 hours. By treatment similar to that of Example 29 the 3-dimethylamino-2-(4-chloro-phenyl)-benzo(b)thiophene is obtained in the form of a crude oily product which crystallises after trituration with ethanol: 11.1 g (77% of theory), yellow rods,... Solvent: petroleum ether, C1=CC=CC=C1 (benzene), ClC1=CC=CC=C1 (chlorobenzene). The product is CN(C=1C2=C(SC1C1=CC=C(C=C1)Cl)C=CC=C2)C (3-dimethylamino-2-(4-chloro-phenyl)-benzo(b)thiophene). Reaction SMILES: [CH3:1][N-:2][CH3:3].[C:4]1([S:10][CH:11]([C:15]2[CH:20]=[CH:19][C:18]([Cl:21])=[CH:17][CH:16]=2)[C:12](O)=O)[CH:9]=[CH:8][CH:7]=[CH:6][CH:5]=1.O=P(Cl)(Cl)Cl>C1C=CC=CC=1.ClC1C=CC=CC=1>[CH3:1][N:2]([CH3:3])[C:12]1[C:5]2[CH:6]=[CH:7][CH:8]=[CH:9][C:4]=2[S:10][C:11]=1[C:15]1[CH:20]=[CH:19][C:18]([Cl:21])=[CH:17][CH:16]=1. Reactants: C[N-]C (dimethylamide), C1(=CC=CC=C1)SC(C(=O)O)C1=CC=C(C=C1)Cl (α-phenylthio-p-chloro-phenylacetic acid), O=P(Cl)(Cl)Cl (POCl3). The reactants are CC/C(=C(\C=1C=CC(=CC1)O)/C=2C=CC(=CC2)OCCN(C)C)/C=3C=CC=CC3 (4-hydroxytamoxifen), O=C(C)C=C(C)C (mesityl oxide). Reaction conditions: temperature 15 celsius. Product: CC/C(=C(\C1=CC=C(C=C1)O)/C2=CC=C(C=C2)OCCN(C)C)/C3=CC=CC=C3.O=C(C)C=C(C)C (Z-4-Hydroxytamoxifen mesityl oxide). RXN SMILES: [CH3:1][CH2:2]/[C:3](/[C:24]1[CH:25]=[CH:26][CH:27]=[CH:28][CH:29]=1)=[C:4](/[C:12]1[CH:13]=[CH:14][C:15]([O:18][CH2:19][CH2:20][N:21]([CH3:23])[CH3:22])=[CH:16][CH:17]=1)\[C:5]1[CH:6]=[CH:7][C:8]([OH:11])=[CH:9][CH:10]=1.[O:30]=[C:31]([CH:33]=[C:34]([CH3:36])[CH3:35])[CH3:32]>>[CH3:1][CH2:2]/[C:3](/[C:24]1[CH:25]=[CH:26][CH:27]=[CH:28][CH:29]=1)=[C:4](/[C:12]1[CH:17]=[CH:16][C:15]([O:18][CH2:19][CH2:20][N:21]([CH3:23])[CH3:22])=[CH:14][CH:13]=1)\[C:5]1[CH:10]=[CH:9][C:8]([OH:11])=[CH:7][CH:6]=1.[O:30]=[C:31]([CH:33]=[C:34]([CH3:36])[CH3:35])[CH3:32] |f:2.3|. Reported procedure: 0.1 mol of the 4-hydroxytamoxifen complexes from Examples (1c2) and 2 are introduced into 400 ml of mesityl oxide at 60° C. When the substance has dissolved, the solution is cooled to 15° C. and the precipitate obtained is suction filtered and washed with 75 ml of methyl tert.-butyl ether. Reactants: NC[C@H]1N(CCC[C@H]1C)C(=O)C1=C(C=CC=C1F)C1=NC=CC=N1 (((2S,3R)-2-(aminomethyl)-3-methylpiperidin-1-yl)(6-fluoro-2-(pyrimidin-2-yl)phenyl)methanone), ClC1=NC=C(C=N1)C(F)(F)F (2-chloro-5-(trifluoromethyl)pyrimidine). The product is FC1=C(C(=CC=C1)C1=NC=CC=N1)C(=O)N1[C@@H]([C@@H](CCC1)C)CNC1=NC=C(C=N1)C(F)(F)F ((2-Fluoro-6-(pyrimidin-2-yl)phenyl)((2S,3R)-3-methyl-2-(((5-(trifluoromethyl)pyrimidin-2-yl)amino)methyl)piperidin-1-yl)methanone). Reaction SMILES: [NH2:1][CH2:2][C@@H:3]1[C@H:8]([CH3:9])[CH2:7][CH2:6][CH2:5][N:4]1[C:10]([C:12]1[C:17]([F:18])=[CH:16][CH:15]=[CH:14][C:13]=1[C:19]1[N:24]=[CH:23][CH:22]=[CH:21][N:20]=1)=[O:11].Cl[C:26]1[N:31]=[CH:30][C:29]([C:32]([F:35])([F:34])[F:33])=[CH:28][N:27]=1>>[F:18][C:17]1[CH:16]=[CH:15][CH:14]=[C:13]([C:19]2[N:20]=[CH:21][CH:22]=[CH:23][N:24]=2)[C:12]=1[C:10]([N:4]1[CH2:5][CH2:6][CH2:7][C@@H:8]([CH3:9])[C@H:3]1[CH2:2][NH:1][C:26]1[N:31]=[CH:30][C:29]([C:32]([F:35])([F:34])[F:33])=[CH:28][N:27]=1)=[O:11]. Reported procedure: The title compound was prepared following the same general protocol as described for Example A1 using ((2S,3R)-2-(aminomethyl)-3-methylpiperidin-1-yl)(6-fluoro-2-(pyrimidin-2-yl)phenyl)methanone and 2-chloro-5-(trifluoromethyl)pyrimidine. ESI-MS (m/z): 475 [M+1]+. Reactants: solution, C([O-])(O)=O.[K+] (potassium bicarbonate), ClC1=CC=C(C(C)=NOCC(=O)Cl)C=C1 ((4-chloro-α-methylbenzylidene) amino-oxyacetyl chloride), C1=CC=CC=C1 (benzene), Cl (hydrochloride), NCCO (2-aminoethanol). Run in C(C)OCC (diethylether), CN(C=O)C (dimethylformamide). Conditions: time 24 hour. Yields the product C(C)(=O)NCCOC(CON=C(C1=CC=C(C=C1)Cl)C)=O ({[(4-chloro-α-methylbenzylidene)amino]oxy}acetic acid (2-acetamidoethyl)ester), (2-aminoethyl)ester, ClC1=CC=C(C(C)=NOCC(=O)O)C=C1 ((4-chloro-α-methylbenzylidene) aminooxyacetic acid). RXN SMILES: [Cl:1][C:2]1[CH:15]=[CH:14][C:5]([C:6](=[N:8][O:9][CH2:10][C:11](Cl)=[O:12])[CH3:7])=[CH:4][CH:3]=1.Cl.[NH2:17][CH2:18][CH2:19][OH:20].[C:21](=[O:24])(O)[O-:22].[K+].[CH:26]1C=CC=CC=1>CN(C)C=O.C(OCC)C>[C:21]([NH:17][CH2:18][CH2:19][O:20][C:11](=[O:12])[CH2:10][O:9][N:8]=[C:6]([CH3:7])[C:5]1[CH:14]=[CH:15][C:2]([Cl:1])=[CH:3][CH:4]=1)(=[O:24])[CH3:26].[Cl:1][C:2]1[CH:15]=[CH:14][C:5]([C:6](=[N:8][O:9][CH2:10][C:11]([OH:22])=[O:12])[CH3:7])=[CH:4][CH:3]=1 |f:3.4|. Procedure details: A solution of 1.2 g of (4-chloro-α-methylbenzylidene) amino-oxyacetyl chloride in 3 ml of benzene was added whilst stirring to a solution of 0.45 g of the hydrochloride of 2-aminoethanol in 10 ml of dimethylformamide. After the reaction mixture had been allowed to stand at room temperature for 24 hours it was mixed with 25 ml of diethylether and 25 ml of a 10% solution of potassium bicarbonate. On termination of the carbondioxide evolution the mixture was separated and the ethereal layer was was...